Task: describe an organic reaction: reactants, conditions, products, and yield. Dataset: the Open Reaction Database (ORD), a public repository of structured organic reaction records Reactants: ClC=1C=CC(=C(C1)CCN(N)C1=CC=NC=C1)OC (N-[2-(5-chloro-2-methoxyphenyl)ethyl]-N-pyridine-4-ylhydrazine), COCCl (chloromethyl methyl ether), C(C)(=O)O (acetic acid), [OH-].[Na+] (Sodium hydroxide). Run at temperature 0 celsius. The product is ClC=1C=CC=C2C(CN(CC12)NC1=CC=NC=C1)OC ((8-Chloro-4-methoxy-3,4-dihydro-1H-isoquinolin-2-yl)-4-pyridinylamine). The yield is 52.0%. RXN SMILES: [Cl:1][C:2]1[CH:3]=[CH:4][C:5](OC)=[C:6]([CH2:8][CH2:9][N:10]([C:12]2C=CN=CC=2)[NH2:11])[CH:7]=1.C[O:21][CH2:22]Cl.[OH-].[Na+].[C:26](O)(=O)[CH3:27]>>[Cl:1][C:2]1[CH:3]=[CH:4][CH:5]=[C:6]2[C:7]=1[CH2:12][N:10]([NH:11][C:27]1[CH:26]=[CH:12][N:10]=[CH:9][CH:8]=1)[CH2:9][CH:8]2[O:21][CH3:22] |f:2.3|. Reported procedure: Lithium aluminum hydride (3.3 g) was added portionwise to a suspension of N-[2-(5-chloro-2-methoxyphenyl)ethylidine]-N-pyridin-4-ylhydrazine hydrochloride (13.4 g) in tetrahydrofuran (215 mL) at 0° C. The reaction mixture was stirred at ambient temperature for 2 hrs, and sodium sulfate decahydrate was added. The mixture was filtered, and the filtrate was concentrated to provide 11.8 g of N-[2-(5-chloro-2-methoxyphenyl)ethyl]-N-pyridine-4-ylhydrazine, as an oil. A solution of N-[2-(5-chloro-2-met... Reactants: CO, Cl, CCCc1c(S)ccc2c(=O)cc(C(=O)O)oc12. The product is CCCc1c(S)ccc2c(=O)cc(C(=O)OC)oc12. As a reaction SMILES: [CH3:19][OH:20].[ClH:21].[SH:1][c:2]1[c:3]([CH2:16][CH2:17][CH3:18])[c:4]2[c:5]([c:6](=[O:13])[cH:7][c:8]([C:10](=[O:11])[OH:12])[o:9]2)[cH:14][cH:15]1>>[SH:1][c:2]1[c:3]([CH2:16][CH2:17][CH3:18])[c:4]2[c:5]([c:6](=[O:13])[cH:7][c:8]([C:10](=[O:11])[O:12][CH3:19])[o:9]2)[cH:14][cH:15]1. Starting materials: OC1=C(C=C(C=O)C=C1OC)OC (4-hydroxy-3,5-dimethoxybenzaldehyde), COCCOCCl (2-methoxyethoxymethyl chloride), COC=1C=C(CC#N)C=CC1OC (3,4-dimethoxybenzyl cyanide). Product: COC=1C=C(C=C(C1OCOCCOC)OC)\C=C(/C#N)\C1=CC(=C(C=C1)OC)OC ((Z)-3-[3,5-dimethoxy-4-(2-methoxyethoxymethoxy)-phenyl]-2-(3,4-dimethoxy-phenyl)-acrylonitrile). Yield: 65.3%. RXN SMILES: [OH:1][C:2]1[C:9]([O:10][CH3:11])=[CH:8][C:5]([CH:6]=O)=[CH:4][C:3]=1[O:12][CH3:13].[CH3:14][O:15][CH2:16][CH2:17][O:18][CH2:19]Cl.[CH3:21][O:22][C:23]1[CH:24]=[C:25]([CH:29]=[CH:30][C:31]=1[O:32][CH3:33])[CH2:26][C:27]#[N:28]>>[CH3:13][O:12][C:3]1[CH:4]=[C:5](/[CH:6]=[C:26](/[C:25]2[CH:29]=[CH:30][C:31]([O:32][CH3:33])=[C:23]([O:22][CH3:21])[CH:24]=2)\[C:27]#[N:28])[CH:8]=[C:9]([O:10][CH3:11])[C:2]=1[O:1][CH2:14][O:15][CH2:16][CH2:17][O:18][CH3:19]. Procedure: The hydroxyl group of 4-hydroxy-3,5-dimethoxybenzaldehyde (2.44 g) was protected by use of 2-methoxyethoxymethyl chloride (1.67 g) in accordance with (production process 1), to thereby produce an MEM form (3.40 g, yield: 94%). The resultant MEM form (3.40 g) and 3,4-dimethoxybenzyl cyanide (2.23 g) were subjected to condensation in accordance with process A of (production process 2), to thereby produce (Z)-3-[3,5-dimethoxy-4-(2-methoxyethoxymethoxy)-phenyl]-2-(3,4-dimethoxy-phenyl)-acrylonitrile... Starting materials: C=C, ClCCl, [O-]Cl, Cc1c(Cl)ccc(Cl)c1C=NO, [Na+]. Product: Cc1c(Cl)ccc(Cl)c1C1=NOCC1. Reaction SMILES: [CH2:13]=[CH2:14].[CH2:18]([Cl:19])[Cl:20].[Cl:15][O-:16].[Cl:1][c:2]1[c:3]([CH3:12])[c:4]([CH:5]=[N:6][OH:7])[c:8]([Cl:11])[cH:9][cH:10]1.[Na+:17]>>[Cl:1][c:2]1[c:3]([CH3:12])[c:4]([C:5]2=[N:6][O:7][CH2:13][CH2:14]2)[c:8]([Cl:11])[cH:9][cH:10]1. Reactants: Cl (HCl), C(C)(C)(C)OC(=O)N(S(=O)(=O)C)C=1C=C2C=CN(C2=CC1)CC(=O)O (2-(5-(N-(tert-butoxycarbonyl)methylsulfonamido)-1H-indol-1-yl)acetic acid), ClC=1C=[N+](C=C(C1C[C@H](O)C1=CC(=C(C=C1)OC(F)F)OCC1CC1)Cl)[O-] ((S)-3,5-dichloro-4-(2-(3-(cyclopropylmethoxy)-4-(difluoromethoxy)phenyl)-2-hydroxyethyl)pyridine 1-oxide), C(CCl)Cl (EDC). Reagents/catalysts: CN(C)C=1C=CN=CC1 (DMAP). The solvent is C(Cl)Cl (DCM), C(Cl)Cl (DCM). Yields the product C(C)(C)(C)OC(=O)N(S(=O)(=O)C)C=1C=C2C=CN(C2=CC1)CC(=O)O[C@@H](CC1=C(C=[N+](C=C1Cl)[O-])Cl)C1=CC(=C(C=C1)OC(F)F)OCC1CC1 ((S)-4-(2-(2-(5-(N-(tert-butoxycarbonyl)-methylsulfonamido)-1H-indol-1-yl)acetoxy)-2-(3-(cyclopropylmethoxy)-4-(difluoromethoxy)phenyl)ethyl)-3,5-dichloropyridine 1-oxide). Isolated yield 68.0%. As a reaction SMILES: [C:1]([O:5][C:6]([N:8]([C:13]1[CH:14]=[C:15]2[C:19](=[CH:20][CH:21]=1)[N:18]([CH2:22][C:23]([OH:25])=[O:24])[CH:17]=[CH:16]2)[S:9]([CH3:12])(=[O:11])=[O:10])=[O:7])([CH3:4])([CH3:3])[CH3:2].[Cl:26][C:27]1[CH:28]=[N+:29]([O-:52])[CH:30]=[C:31]([Cl:51])[C:32]=1[CH2:33][C@@H:34]([C:36]1[CH:41]=[CH:40][C:39]([O:42][CH:43]([F:45])[F:44])=[C:38]([O:46][CH2:47][CH:48]2[CH2:50][CH2:49]2)[CH:37]=1)O.C(Cl)CCl.Cl>C(Cl)Cl.CN(C1C=CN=CC=1)C>[C:1]([O:5][C:6]([N:8]([C:13]1[CH:14]=[C:15]2[C:19](=[CH:20][CH:21]=1)[N:18]([CH2:22][C:23]([O:25][C@H:34]([C:36]1[CH:41]=[CH:40][C:39]([O:42][CH:43]([F:44])[F:45])=[C:38]([O:46][CH2:47][CH:48]3[CH2:49][CH2:50]3)[CH:37]=1)[CH2:33][C:32]1[C:31]([Cl:51])=[CH:30][N+:29]([O-:52])=[CH:28][C:27]=1[Cl:26])=[O:24])[CH:17]=[CH:16]2)[S:9]([CH3:12])(=[O:11])=[O:10])=[O:7])([CH3:4])([CH3:2])[CH3:3]. Procedure details: To a solution of 2-(5-(N-(tert-butoxycarbonyl)methylsulfonamido)-1H-indol-1-yl)acetic acid (120 mg, 0.326 mmol) in DCM (10 ml), (S)-3,5-dichloro-4-(2-(3-(cyclopropylmethoxy)-4-(difluoromethoxy)phenyl)-2-hydroxyethyl)pyridine 1-oxide (137 mg, 0.326 mmol), EDC (187 mg, 0.977 mmol) and DMAP (19.90 mg, 0.163 mmol) were added, and the mixture was reacted at room temperature for 6 hours. The mixture was portioned between DCM and 1N HCl (50 ml) and the desired compound was extracted with DCM (3×50 ml).... Starting materials: NC=1SC2=C(N1)C(=CC=C2)OC (2-Amino-4-methoxybenzothiazole), C(C)(=O)OCC(=O)Cl (acetoxyacetyl chloride). Solvent: N1=CC=CC=C1 (pyridine). Reaction conditions: time 2 hour. The product is C(C)(=O)OCC(=O)NC=1SC2=C(N1)C(=CC=C2)OC (2-(acetoxyacetylamino)-4-methoxybenzothiazole). RXN SMILES: [NH2:1][C:2]1[S:3][C:4]2[CH:10]=[CH:9][CH:8]=[C:7]([O:11][CH3:12])[C:5]=2[N:6]=1.[C:13]([O:16][CH2:17][C:18](Cl)=[O:19])(=[O:15])[CH3:14]>N1C=CC=CC=1>[C:13]([O:16][CH2:17][C:18]([NH:1][C:2]1[S:3][C:4]2[CH:10]=[CH:9][CH:8]=[C:7]([O:11][CH3:12])[C:5]=2[N:6]=1)=[O:19])(=[O:15])[CH3:14]. Reported procedure: 2-Amino-4-methoxybenzothiazole (4.5 g) is dissolved in pyridine (80 ml) and thereto is added dropwise acetoxyacetyl chloride (3.0 ml) at room temperature. After the mixture is stirred at room temperature for 2 hours, the solvent is distilled off. The resulting solids are washed with water and then with diethyl ether, dried and recrystallized from ethanol to give the title compound (4.3 g) having the following physical properties.